From a dataset of the Open Reaction Database (ORD), a public repository of structured organic reaction records. describe an organic reaction: reactants, conditions, products, and yield Starting materials: CC(=O)NC(Cc1ccc(F)c(Br)c1)C(O)CNC1CC2(CCC2)Oc2ncc(CC(C)(C)C)cc21, CC(=O)O[BH-](OC(C)=O)OC(C)=O, C=O, COC(OC)OC, ClCCl, [Na+]. Yields the product CC(=O)NC(Cc1ccc(F)c(Br)c1)C(O)CN(C)C1CC2(CCC2)Oc2ncc(CC(C)(C)C)cc21. Reaction SMILES: [Br:1][c:2]1[cH:3][c:4]([CH2:9][CH:10]([CH:11]([CH2:12][NH:13][CH:14]2[CH2:15][C:16]3([CH2:17][CH2:18][CH2:19]3)[O:20][c:21]3[n:22][cH:23][c:24]([CH2:27][C:28]([CH3:29])([CH3:30])[CH3:31])[cH:25][c:26]32)[OH:32])[NH:33][C:34]([CH3:35])=[O:36])[cH:5][cH:6][c:7]1[F:8].[C:46]([O:47][BH-:48]([O:49][C:50](=[O:51])[CH3:52])[O:53][C:54](=[O:55])[CH3:56])(=[O:57])[CH3:58].[CH2:44]=[O:45].[CH:37]([O:38][CH3:39])([O:40][CH3:41])[O:42][CH3:43].[Cl:60][CH2:61][Cl:62].[Na+:59]>>[Br:1][c:2]1[cH:3][c:4]([CH2:9][CH:10]([CH:11]([CH2:12][N:13]([CH:14]2[CH2:15][C:16]3([CH2:17][CH2:18][CH2:19]3)[O:20][c:21]3[n:22][cH:23][c:24]([CH2:27][C:28]([CH3:29])([CH3:30])[CH3:31])[cH:25][c:26]32)[CH3:37])[OH:32])[NH:33][C:34]([CH3:35])=[O:36])[cH:5][cH:6][c:7]1[F:8].